describe an organic reaction: reactants, conditions, products, and yield From a dataset of the Open Reaction Database (ORD), a public repository of structured organic reaction records. The reactants are C(C=C)(=O)O (acrylic acid), N1=CC=CC=C1 (pyridine), Cl.CN(CCCN=C=NCC)C (1-(3-dimethylaminopropyl)-3-ethylcarbodiimide hydrochloride), ClC=1C=C(C=CC1OCC1=NC=CC=C1)NC1=NC=NC2=CC(=C(C=C12)NC(=O)[C@H]1NCCC1)OCCOC ((2S)-pyrrolidine-2-carboxylic acid {4-[3-chloro-4-(pyridin-2-ylmethoxy)-phenylamino]-7-(2-methoxyethoxy)-quinazolin-6-yl}-amide). Solvent: C1CCOC1 (THF). Reaction conditions: temperature 0 celsius. Yields the product ClC=1C=C(C=CC1OCC1=NC=CC=C1)NC1=NC=NC2=CC(=C(C=C12)NC(=O)[C@H]1N(CCC1)C(C=C)=O)OCCOC ((2S)-1-acryloyl-pyrrolidine-2-carboxylic acid {4-[3-chloro-4-(pyridin-2-ylmethoxy)-phenylamino]-7-(2-methoxyethoxy)-quinazolin-6-yl}-amide). The yield is 9.0%. As a reaction SMILES: [Cl:1][C:2]1[CH:3]=[C:4]([NH:16][C:17]2[C:26]3[C:21](=[CH:22][C:23]([O:35][CH2:36][CH2:37][O:38][CH3:39])=[C:24]([NH:27][C:28]([C@@H:30]4[CH2:34][CH2:33][CH2:32][NH:31]4)=[O:29])[CH:25]=3)[N:20]=[CH:19][N:18]=2)[CH:5]=[CH:6][C:7]=1[O:8][CH2:9][C:10]1[CH:15]=[CH:14][CH:13]=[CH:12][N:11]=1.[C:40](O)(=[O:43])[CH:41]=[CH2:42].N1C=CC=CC=1.Cl.CN(C)CCCN=C=NCC>C1COCC1>[Cl:1][C:2]1[CH:3]=[C:4]([NH:16][C:17]2[C:26]3[C:21](=[CH:22][C:23]([O:35][CH2:36][CH2:37][O:38][CH3:39])=[C:24]([NH:27][C:28]([C@@H:30]4[CH2:34][CH2:33][CH2:32][N:31]4[C:40](=[O:43])[CH:41]=[CH2:42])=[O:29])[CH:25]=3)[N:20]=[CH:19][N:18]=2)[CH:5]=[CH:6][C:7]=1[O:8][CH2:9][C:10]1[CH:15]=[CH:14][CH:13]=[CH:12][N:11]=1 |f:3.4|. Procedure details: 302 mg of (2S)-pyrrolidine-2-carboxylic acid {4-[3-chloro-4-(pyridin-2-ylmethoxy)-phenylamino]-7-(2-methoxyethoxy)-quinazolin-6-yl}-amide as a starting material was dissolved in 10 ml of THF, and cooled to 0° C. The solution was reacted with 0.15 ml of acrylic acid, 0.18 ml of pyridine and 0.53 g of 1-(3-dimethylaminopropyl)-3-ethylcarbodiimide hydrochloride at 0° C. for 30 mins and at room temperature for 2 hours. The reacted solution was extracted with a mixture of chloroform and isopropanol a... Starting materials: C1=C(C2=NSN=C2C(=N1)Br)Br (4,7-dibromo-pyridal[2,1,3]thiadiazole), C(CCCCCCCCCCCCCCC)C1(C2=C(SC(=C2)[Sn](CCCC)(CCCC)CCCC)C=2SC(=CC21)[Sn](CCCC)(CCCC)CCCC)CCCCCCCCCCCCCCCC ((4,4-Dihexadecyl-4H-cyclopenta[1,2-b:5,4-b′]dithiophene-2,6-diyl)bis(tributylstannane)). The reagents and catalysts are C=1C=CC(=CC1)[P](C=2C=CC=CC2)(C=3C=CC=CC3)[Pd]([P](C=4C=CC=CC4)(C=5C=CC=CC5)C=6C=CC=CC6)([P](C=7C=CC=CC7)(C=8C=CC=CC8)C=9C=CC=CC9)[P](C=1C=CC=CC1)(C=1C=CC=CC1)C=1C=CC=CC1 (Pd(PPh3)4). Solvent: C1(=CC=CC=C1)C (toluene). Conditions: temperature 75 celsius, time 10 hour. The product is BrC=1C=2C(C(=NC1)C1=CC3=C(S1)C=1SC(=CC1C3(CCCCCCCCCCCCCCCC)CCCCCCCCCCCCCCCC)[Sn](CCCC)(CCCC)CCCC)=NSN2 (7-Bromo-4-(4,4-dihexadecyl-6-(tributylstannyl)-4H-cyclopenta[1,2-b:5,4-b′]dithiophen-2-yl)-[1,2,5]thiadiazolo[3,4-c]pyridine). Isolated yield 25.0%. RXN SMILES: [CH:1]1[N:9]=[C:8](Br)[C:7]2[C:3](=[N:4][S:5][N:6]=2)[C:2]=1[Br:11].[CH2:12]([C:28]1([CH2:65][CH2:66][CH2:67][CH2:68][CH2:69][CH2:70][CH2:71][CH2:72][CH2:73][CH2:74][CH2:75][CH2:76][CH2:77][CH2:78][CH2:79][CH3:80])[C:51]2[CH:50]=[C:49]([Sn](CCCC)(CCCC)CCCC)[S:48][C:47]=2[C:30]2[S:31][C:32]([Sn:34]([CH2:43][CH2:44][CH2:45][CH3:46])([CH2:39][CH2:40][CH2:41][CH3:42])[CH2:35][CH2:36][CH2:37][CH3:38])=[CH:33][C:29]1=2)[CH2:13][CH2:14][CH2:15][CH2:16][CH2:17][CH2:18][CH2:19][CH2:20][CH2:21][CH2:22][CH2:23][CH2:24][CH2:25][CH2:26][CH3:27]>C1C=CC([P]([Pd]([P](C2C=CC=CC=2)(C2C=CC=CC=2)C2C=CC=CC=2)([P](C2C=CC=CC=2)(C2C=CC=CC=2)C2C=CC=CC=2)[P](C2C=CC=CC=2)(C2C=CC=CC=2)C2C=CC=CC=2)(C2C=CC=CC=2)C2C=CC=CC=2)=CC=1.C1(C)C=CC=CC=1>[Br:11][C:2]1[C:3]2[C:7](=[N:6][S:5][N:4]=2)[C:8]([C:49]2[S:48][C:47]3[C:30]4[S:31][C:32]([Sn:34]([CH2:43][CH2:44][CH2:45][CH3:46])([CH2:35][CH2:36][CH2:37][CH3:38])[CH2:39][CH2:40][CH2:41][CH3:42])=[CH:33][C:29]=4[C:28]([CH2:65][CH2:66][CH2:67][CH2:68][CH2:69][CH2:70][CH2:71][CH2:72][CH2:73][CH2:74][CH2:75][CH2:76][CH2:77][CH2:78][CH2:79][CH3:80])([CH2:12][CH2:13][CH2:14][CH2:15][CH2:16][CH2:17][CH2:18][CH2:19][CH2:20][CH2:21][CH2:22][CH2:23][CH2:24][CH2:25][CH2:26][CH3:27])[C:51]=3[CH:50]=2)=[N:9][CH:1]=1 |^1:84,86,105,124|. Reported procedure: To a solution of 4,7-dibromo-pyridal[2,1,3]thiadiazole (0.28 g, 0.95 mmol) and 1b (1.14 g, 0.95 mmol) in freshly distilled toluene (10 ml) was added Pd(PPh3)4 (109.8 mg, 0.095 mmol) under nitrogen, and then capped with a rubber septum. The reaction mixture was stirred at 75° C. for 10 hours. The solvent was removed and purified by column chromatography (silica was pretreated by 10 v/v % triethylamine/hexane solution) with hexane as eluent. The column separation was run for 3 times to give 268 mg... Reactants: C(C1=CC=CC=C1)OC1=CC=C(C=C1)C=1C(=C(C(=NC1C)C)[C@@H](C(=O)OCC)OC(C)(C)C)N1CCC(CC1)(C)C ((S)-ethyl 2-(5-(4-(benzyloxy)phenyl)-4-(4,4-dimethylpiperidin-1-yl)-2,6-dimethylpyridin-3-yl)-2-(tert-butoxy)acetate). Reagents/catalysts: [Pd] (Pd/C). Solvent: CCOC(=O)C (EtOAc). Yields the product C(C)(C)(C)O[C@H](C(=O)OCC)C=1C(=NC(=C(C1N1CCC(CC1)(C)C)C1=CC=C(C=C1)O)C)C ((S)-ethyl 2-(tert-butoxy)-2-(4-(4,4-dimethylpiperidin-1-yl)-5-(4-hydroxyphenyl)-2,6-dimethylpyridin-3-yl)acetate). Isolated yield 98.8%. RXN SMILES: C([O:8][C:9]1[CH:14]=[CH:13][C:12]([C:15]2[C:16]([N:34]3[CH2:39][CH2:38][C:37]([CH3:41])([CH3:40])[CH2:36][CH2:35]3)=[C:17]([C@H:23]([O:29][C:30]([CH3:33])([CH3:32])[CH3:31])[C:24]([O:26][CH2:27][CH3:28])=[O:25])[C:18]([CH3:22])=[N:19][C:20]=2[CH3:21])=[CH:11][CH:10]=1)C1C=CC=CC=1>CCOC(C)=O.[Pd]>[C:30]([O:29][C@@H:23]([C:17]1[C:18]([CH3:22])=[N:19][C:20]([CH3:21])=[C:15]([C:12]2[CH:11]=[CH:10][C:9]([OH:8])=[CH:14][CH:13]=2)[C:16]=1[N:34]1[CH2:35][CH2:36][C:37]([CH3:40])([CH3:41])[CH2:38][CH2:39]1)[C:24]([O:26][CH2:27][CH3:28])=[O:25])([CH3:31])([CH3:32])[CH3:33]. Reported procedure: A mixture of (S)-ethyl 2-(5-(4-(benzyloxy)phenyl)-4-(4,4-dimethylpiperidin-1-yl)-2,6-dimethylpyridin-3-yl)-2-(tert-butoxy)acetate (0.434 g, 0.777 mmol) and 10% Pd/C (0.083 g, 0.078 mmol) in EtOAc (25 mL) was evacuated and released to H2 three times and left under balloon H2 atmosphere for h. Then, filtered through a plug of celite and concentrated to afford (S)-ethyl 2-(tert-butoxy)-2-(4-(4,4-dimethylpiperidin-1-yl)-5-(4-hydroxyphenyl)-2,6-dimethylpyridin-3-yl)acetate (0.36 g, 0.768 mmol, 99% yi...